Dataset: the Open Reaction Database (ORD), a public repository of structured organic reaction records. Task: describe an organic reaction: reactants, conditions, products, and yield Starting materials: Cl (hydrogen chloride), [N+](=O)([O-])C1=C(NCCSC#N)C(=CC(=C1)[N+](=O)[O-])[N+](=O)[O-] (2,4,6-trinitro-N-(2-thiocyanatoethyl)-aniline). Solvent: C(C)O (ethanol). Conditions: time 10 minute. Yields the product N=C1SCCN1C1=C(C=C(C=C1[N+](=O)[O-])[N+](=O)[O-])[N+](=O)[O-] (2-imino-3-(2',4',6'-trinitrophenyl)-thiazolidine). Isolated yield 7.1%. Reaction SMILES: Cl.[N+:2]([C:5]1[CH:16]=[C:15]([N+:17]([O-:19])=[O:18])[CH:14]=[C:13]([N+:20]([O-:22])=[O:21])[C:6]=1[NH:7][CH2:8][CH2:9][S:10][C:11]#[N:12])([O-:4])=[O:3]>C(O)C>[NH:12]=[C:11]1[N:7]([C:6]2[C:13]([N+:20]([O-:22])=[O:21])=[CH:14][C:15]([N+:17]([O-:19])=[O:18])=[CH:16][C:5]=2[N+:2]([O-:4])=[O:3])[CH2:8][CH2:9][S:10]1. Procedure: Dry gaseous hydrogen chloride is introduced into 1.2 g (0.0038 moles) of 2,4,6-trinitro-N-(2-thiocyanatoethyl)-aniline in 120 ml of anhydrous ethanol for 5 hours, while the mixture is heated under reflux. The solvent is distilled off, the residue is boiled with 30 ml of ethyl acetate for 10 minutes, then the warm mixture is filtered. The insoluble matter is shaken with 30 ml of ethyl acetate and 20 ml of 10 percent aqueous sodium carbonate solution. The phases are separated, and the aqueous solu...